From a dataset of the Open Reaction Database (ORD), a public repository of structured organic reaction records. describe an organic reaction: reactants, conditions, products, and yield The yield is 112.1%. Procedure: A mixture of 7-amino-4-methylthiopyrido[4,3-d]pyrimidine (261 mg, 1.36 mmole) and 4-bromoaniline (1.00 g, 5.81 mmole) is stirred under N2 at 200° C. for 15 min. The resulting product is chromatographed on silica gel (10-15% EtOH/EtOAc) to give 7-amino-4-bromoanilino)pyrido[4,3-d]pyrimidine (200 mg, 46%) as a pale yellow solid. 1H NMR. (DMSO) δ 9.88 (1H, brs), 9.34 (1H, s), 8.40 (1H, s), 7.83 (2H, d, J=8.8 Hz), 7.55 (2H, d, J=8.8 Hz), 6.64 (2H, brs), 6.44 (1H, s). The product is N1=CN=CC2=C1C=CN=C2 (pyrido[4,3-d]pyrimidine). Reaction conditions: temperature 200 celsius, time 15 minute. The reactants are NC1=CC=2N=CN=C(C2C=N1)SC (7-amino-4-methylthiopyrido[4,3-d]pyrimidine), BrC1=CC=C(N)C=C1 (4-bromoaniline). As a reaction SMILES: N[C:2]1[N:11]=[CH:10][C:9]2[C:8](SC)=[N:7][CH:6]=[N:5][C:4]=2[CH:3]=1.BrC1C=CC(N)=CC=1>>[N:5]1[C:4]2[CH:3]=[CH:2][N:11]=[CH:10][C:9]=2[CH:8]=[N:7][CH:6]=1.